This data is from the Open Reaction Database (ORD), a public repository of structured organic reaction records. The task is: describe an organic reaction: reactants, conditions, products, and yield Reactants: CC(NC(=O)OCc1ccccc1)c1nc2cccnn2c1I, CCCC[Sn](CCCC)(CCCC)c1ccccn1, C1COCCO1, c1ccc(P(c2ccccc2)(c2ccccc2)[Pd](P(c2ccccc2)(c2ccccc2)c2ccccc2)(P(c2ccccc2)(c2ccccc2)c2ccccc2)P(c2ccccc2)(c2ccccc2)c2ccccc2)cc1. Product: CC(NC(=O)OCc1ccccc1)c1nc2cccnn2c1-c1ccccn1. As a reaction SMILES: [CH2:1]([c:2]1[cH:3][cH:4][cH:5][cH:6][cH:7]1)[O:8][C:9]([NH:10][CH:11]([CH3:12])[c:13]1[n:14][c:15]2[n:16]([n:17][cH:18][cH:19][cH:20]2)[c:21]1[I:22])=[O:23].[CH2:24]([Sn:25]([CH2:26][CH2:27][CH2:28][CH3:35])([c:29]1[n:30][cH:31][cH:32][cH:33][cH:34]1)[CH2:36][CH2:37][CH2:38][CH3:39])[CH2:40][CH2:41][CH3:42].[CH2:43]1[O:44][CH2:45][CH2:46][O:47][CH2:48]1.[cH:49]1[cH:50][cH:51][c:52]([P:53]([Pd:54]([P:55]([c:56]2[cH:57][cH:58][cH:59][cH:60][cH:61]2)([c:62]2[cH:63][cH:64][cH:65][cH:66][cH:67]2)[c:68]2[cH:69][cH:70][cH:71][cH:72][cH:73]2)([P:74]([c:75]2[cH:76][cH:77][cH:78][cH:79][cH:80]2)([c:81]2[cH:82][cH:83][cH:84][cH:85][cH:86]2)[c:87]2[cH:88][cH:89][cH:90][cH:91][cH:92]2)[P:93]([c:94]2[cH:95][cH:96][cH:97][cH:98][cH:99]2)([c:100]2[cH:101][cH:102][cH:103][cH:104][cH:105]2)[c:106]2[cH:107][cH:108][cH:109][cH:110][cH:111]2)([c:112]2[cH:113][cH:114][cH:115][cH:116][cH:117]2)[c:118]2[cH:119][cH:120][cH:121][cH:122][cH:123]2)[cH:124][cH:125]1>>[CH2:1]([c:2]1[cH:3][cH:4][cH:5][cH:6][cH:7]1)[O:8][C:9]([NH:10][CH:11]([CH3:12])[c:13]1[n:14][c:15]2[n:16]([n:17][cH:18][cH:19][cH:20]2)[c:21]1-[c:29]1[n:30][cH:31][cH:32][cH:33][cH:34]1)=[O:23]. The reactants are C(C)(C)(C)OC(N(CC)CC1=C(C=CC(=C1)Br)I)=O ((5-bromo-2-iodo-benzyl)-ethyl-carbamic acid tert-butyl ester), C(C)OC(CC1=CC(=C(C=C1)OC)B1OC(C(O1)(C)C)(C)C)=O ([4-methoxy-3-(4,4,5,5-tetramethyl-[1,3,2]dioxaborolan-2-yl)-phenyl]-acetic acid ethyl ester). The product is C(C)OC(CC=1C=C(C(=CC1)OC)C1=C(C=C(C=C1)Br)CN(CC)C(=O)OC(C)(C)C)=O ({4′-Bromo-2′-[(tert-butoxycarbonyl-ethyl-amino)-methyl]-6-methoxy-biphenyl-3-yl}-acetic acid ethyl ester). RXN SMILES: [C:1]([O:5][C:6](=[O:19])[N:7]([CH2:10][C:11]1[CH:16]=[C:15]([Br:17])[CH:14]=[CH:13][C:12]=1I)[CH2:8][CH3:9])([CH3:4])([CH3:3])[CH3:2].[CH2:20]([O:22][C:23](=[O:42])[CH2:24][C:25]1[CH:30]=[CH:29][C:28]([O:31][CH3:32])=[C:27](B2OC(C)(C)C(C)(C)O2)[CH:26]=1)[CH3:21]>>[CH2:20]([O:22][C:23](=[O:42])[CH2:24][C:25]1[CH:26]=[C:27]([C:12]2[CH:13]=[CH:14][C:15]([Br:17])=[CH:16][C:11]=2[CH2:10][N:7]([C:6]([O:5][C:1]([CH3:4])([CH3:3])[CH3:2])=[O:19])[CH2:8][CH3:9])[C:28]([O:31][CH3:32])=[CH:29][CH:30]=1)[CH3:21]. Reported procedure: Prepared according to the procedure described in Example 1, Step 4, using the following starting materials: (5-bromo-2-iodo-benzyl)-ethyl-carbamic acid tert-butyl ester and [4-methoxy-3-(4,4,5,5-tetramethyl-[1,3,2]dioxaborolan-2-yl)-phenyl]-acetic acid ethyl ester.